From a dataset of the Open Reaction Database (ORD), a public repository of structured organic reaction records. describe an organic reaction: reactants, conditions, products, and yield Starting materials: FC=1C=C(C=CC1F)C(C)NC(C1=C(C=CC(=C1)[N+](=O)[O-])OC)C1=CC=C(C=C1)F (N-[1-(3,4-difluorophenyl)ethyl]-N-[(4-fluorophenyl)-(2-methoxy-5 nitrophenyl)methyl]amine), [BH4-].[Na+] (sodium borohydride). Reagents/catalysts: O.O.O.O.O.O.[Ni](Cl)Cl (nickel chloride hexahydrate). The product is FC=1C=C(C=CC1F)C(C)NC(C=1C=C(C=CC1OC)N)C1=CC=C(C=C1)F (3-{[1-(3,4-Difluorophenyl)ethylamino]-(4-fluorophenyl)methyl}-4-methoxyphenylamine). As a reaction SMILES: [F:1][C:2]1[CH:3]=[C:4]([CH:9]([NH:11][CH:12]([C:24]2[CH:29]=[CH:28][C:27]([F:30])=[CH:26][CH:25]=2)[C:13]2[CH:18]=[C:17]([N+:19]([O-])=O)[CH:16]=[CH:15][C:14]=2[O:22][CH3:23])[CH3:10])[CH:5]=[CH:6][C:7]=1[F:8].[BH4-].[Na+]>O.O.O.O.O.O.[Ni](Cl)Cl>[F:1][C:2]1[CH:3]=[C:4]([CH:9]([NH:11][CH:12]([C:24]2[CH:25]=[CH:26][C:27]([F:30])=[CH:28][CH:29]=2)[C:13]2[CH:18]=[C:17]([NH2:19])[CH:16]=[CH:15][C:14]=2[O:22][CH3:23])[CH3:10])[CH:5]=[CH:6][C:7]=1[F:8] |f:1.2,3.4.5.6.7.8.9|. Procedure details: Following a similar procedure to that described in Example (1b), 700 mg of isomer A of N-[1-(3,4-difluorophenyl)ethyl]-N-[(4-fluorophenyl)-(2-methoxy-5 nitrophenyl)methyl]amine [prepared as described in step (a) above], 800 mg of nickel chloride hexahydrate and 258 mg of sodium borohydride were reacted, to obtain 532 mg of isomer A of the title compound as a pale yellow oil. The reactants are Cc1cc(C(C)O)on1, CC(C)=O, [Cl-], O=[Cr](=O)(O)O, [Na+], O, O=S(=O)(O)O. Product: CC(=O)Oc1cc(C)no1. Reaction SMILES: [CH3:1][c:2]1[n:3][o:4][c:5]([CH:7]([OH:8])[CH3:9])[cH:6]1.[CH3:22][C:23]([CH3:24])=[O:25].[Cl-:21].[Cr:10]([OH:11])([OH:12])(=[O:13])=[O:14].[Na+:20].[OH2:26].[S:15]([OH:16])(=[O:17])(=[O:18])[OH:19]>>[CH3:1][c:2]1[n:3][o:4][c:5]([O:16][C:23]([CH3:24])=[O:25])[cH:6]1. Starting materials: O (water), OCCCC1=C(C=CC=C1)CC(=O)OCC (ethyl [2-(3-hydroxypropyl)-phenyl]acetate), P(Br)(Br)Br (phosphorus tribromide). Solvent: CCOCC (ether), CCOCC (ether). Yields the product BrCCCC1=C(C=CC=C1)CC(=O)OCC (ethyl [2-(3-Bromopropyl)phenyl]acetate). Reaction SMILES: O[CH2:2][CH2:3][CH2:4][C:5]1[CH:10]=[CH:9][CH:8]=[CH:7][C:6]=1[CH2:11][C:12]([O:14][CH2:15][CH3:16])=[O:13].P(Br)(Br)[Br:18].O>CCOCC>[Br:18][CH2:2][CH2:3][CH2:4][C:5]1[CH:10]=[CH:9][CH:8]=[CH:7][C:6]=1[CH2:11][C:12]([O:14][CH2:15][CH3:16])=[O:13]. Procedure details: To a solution of ethyl [2-(3-hydroxypropyl)-phenyl]acetate (44.4 g., 0.20 mole) in ether (300 ml.) is added dropwise during 40 minutes a solution of phosphorus tribromide (20.7 g., 0.075 mole) in ether (100 ml.). The temperature is maintained at 25°-28° C. during this time by means of a cold water bath. The reaction solution is then heated a reflux for 4 hours. It is cooled and poured into iced-water. The ether layer is separated, washed with water, dried over magnesium sulfate, and evaporated i... Reactants: OC1=CC=CC2=C1C=NS2 (4-hydroxy-1,2-benzisothiazole), [OH-].[Na+] (sodium hydroxide), ClCC(CCl)O (1,3-dichloro-propan-2-ol). Solvent: C(Cl)Cl (methylene chloride), O (water). Conditions: time 4 hour. The product is S1N=CC2=C1C=CC=C2OCC(CCl)O (1-(1,2-benzisothiazol-4-yloxy)-3-chloropropan-2-ol). RXN SMILES: [OH:1][C:2]1[C:7]2[CH:8]=[N:9][S:10][C:6]=2[CH:5]=[CH:4][CH:3]=1.[OH-].[Na+].[Cl:13][CH2:14][CH:15]([OH:18])[CH2:16]Cl>O.C(Cl)Cl>[S:10]1[C:6]2[CH:5]=[CH:4][CH:3]=[C:2]([O:1][CH2:16][CH:15]([OH:18])[CH2:14][Cl:13])[C:7]=2[CH:8]=[N:9]1 |f:1.2|. Procedure: 30.0 g of 4-hydroxy-1,2-benzisothiazole are suspended in 26.0 g of 1,3-dichloro-propan-2-ol and a solution of 8.5 g of sodium hydroxide in 60 ml of water is added in the course of 4 hours at 60°-80° C. After reacting for a further four hours at the same temperature, the organic phase is taken up in methylene chloride, dried over magnesium sulfate and evaporated to dryness. The residue left (35 g) is recrystallized from methanol. The 1-(1,2-benzisothiazol-4-yloxy)-3-chloropropan-2-ol thus obtaine... The reactants are CC1=C(OC=C(C1=O)C)C(=O)OC (3,5-Dimethyl-2-methoxycarbonyl-4-pyrone), [BH4-].[Na+] (sodium borohydride). Solvent: CO (methanol). Reaction conditions: time 45 minute. The product is CC1=C(OC=C(C1=O)C)CO (3,5-dimethyl-2-hydroxymethyl-4-pyrone). The yield is 92.1%. RXN SMILES: [CH3:1][C:2]1[C:7](=[O:8])[C:6]([CH3:9])=[CH:5][O:4][C:3]=1[C:10](OC)=[O:11].[BH4-].[Na+]>CO>[CH3:1][C:2]1[C:7](=[O:8])[C:6]([CH3:9])=[CH:5][O:4][C:3]=1[CH2:10][OH:11] |f:1.2|. Procedure: 3,5-Dimethyl-2-methoxycarbonyl-4-pyrone 3 (R=Methyl) (294 mg, 1.62 mmol) and sodium borohydride (154 mg, 4.07 mmol) were dissolved in methanol (10 ml) and the resulting solution stirred at room temperature for 45 minutes. Silica gel (5 ml) was added and the solvent evaporated. The residue was applied to a pre-packed chromatography column assembled from silica gel (45 ml) in dichloromethane: ethyl acetate (1:1, v/v). Elution with firstly dichloromethane: ethyl acetate (1:1, v/v), then ethyl aceta... The reactants are [BH-](OC(=O)C)(OC(=O)C)OC(=O)C.[Na+] (NaBH(OAc)3), CC(=O)O (HOAc), CC1NCCC1 (2-Methylpyrrolidine), C(=O)C1=CC=C(S1)B(O)O ((5-formyl-2-thienyl)boronic acid), crude product. Solvent: CO (MeOH), C(Cl)Cl (CH2Cl2), C(=O)(O)[O-].[Na+] (NaHCO3). Run at time 15 hour. Product: CC1N(CCC1)CC1=CC=C(S1)B(O)O ({5-[(2-methyl-1-pyrrolidinyl)methyl]-2-thienyl}boronic acid). Isolated yield 7.0%. Reaction SMILES: [BH-](OC(C)=O)(OC(C)=O)OC(C)=O.[Na+].CC(O)=O.[CH3:19][CH:20]1[CH2:24][CH2:23][CH2:22][NH:21]1.[CH:25]([C:27]1[S:31][C:30]([B:32]([OH:34])[OH:33])=[CH:29][CH:28]=1)=O>C(Cl)Cl.C([O-])(O)=O.[Na+].CO>[CH3:19][CH:20]1[CH2:24][CH2:23][CH2:22][N:21]1[CH2:25][C:27]1[S:31][C:30]([B:32]([OH:34])[OH:33])=[CH:29][CH:28]=1 |f:0.1,6.7|. Reported procedure: Batch 1: NaBH(OAc)3 (271 mg, 1.28 mmol), HOAc (0.07 mL), and 2-Methylpyrrolidine (0.043 mL, 0.42 mmol) were added to a solution of (5-formyl-2-thienyl)boronic acid (100 mg, 0.64 mmol) in CH2Cl2 (4 mL) in a 2-dram vial. The vial was capped and the reaction was stirred at room temperature for 15 h. The reaction mixture was loaded directly onto a 2 g SCX cartridge (pre-equilibrated with MeOH), eluting in sequence with MeOH (12 mL) and a 2 M solution of NH3/MeOH (8 mL). The fractions containing the ... The reactants are ice water, O.C1(=CC=C(C=C1)S(=O)(=O)O)C (p-Toluenesulfonic acid monohydrate), NC1=C(C(=O)N)C=CC=C1 (2-aminobenzamide), COC=1C=C(C=O)C=CC1 (3-methoxybenzaldehyde). The solvent is CC(=O)N(C)C (DMAC). Run at time 2 hour. The product is COC=1C=C(C=CC1)C1=NC2=CC=CC=C2C(N1)=O (2-(3′-Methoxyphenyl)-4-quinazolinone), 61. Isolated yield 89.0%. As a reaction SMILES: O.C1(C)C=CC(S(O)(=O)=O)=CC=1.[NH2:13][C:14]1[CH:22]=[CH:21][CH:20]=[CH:19][C:15]=1[C:16]([NH2:18])=[O:17].[CH3:23][O:24][C:25]1[CH:26]=[C:27]([CH:30]=[CH:31][CH:32]=1)[CH:28]=O>CC(N(C)C)=O>[CH3:23][O:24][C:25]1[CH:26]=[C:27]([C:28]2[NH:18][C:16](=[O:17])[C:15]3[C:14](=[CH:22][CH:21]=[CH:20][CH:19]=3)[N:13]=2)[CH:30]=[CH:31][CH:32]=1 |f:0.1|. Reported procedure: p-Toluenesulfonic acid monohydrate (0.1 g, 0.3 mmol) was added to a solution of 2-aminobenzamide (30) (1.0 g, 7.3 mmol) and 3-methoxybenzaldehyde (34) (1.0 g, 7.3 mmol) in DMAC (20 ml). The mixture was stirred at room temperature for 2 h and then poured into ice water (200 ml). The precipitate was collected, washed with water, then dried and purified by column chromatography (silica gel-ethyl acetate/n-hexane) to afford 43 (70.0 mg, 4.0%) and 61 (1.7 g, 89.0%) as pale yellow powder. The reactants are CS(=O)(=O)Cl (methanesulfonyl chloride), ClCC([C@]1([C@@H](C[C@H]2[C@@H]3CCC4=CC(C=C[C@]4(C)[C@H]3[C@H](C[C@]12C)O)=O)OCCO)O)=O (21-chloro-11β,17-dihydroxy-16α-(2-hydroxyethoxy)pregna-1,4-diene-3,20-dione), Cl (hydrochloric acid). Solvent: N1=CC=CC=C1 (pyridine). Yields the product ClCC([C@]1([C@@H](C[C@H]2[C@@H]3CCC4=CC(C=C[C@]4(C)[C@H]3[C@H](C[C@]12C)O)=O)OCCOS(=O)(=O)C)O)=O (21-Chloro-11β,17-dihydroxy-16α-(2-mesyloxyethoxy)pregna-1,4-diene-3,20-dione). Reaction SMILES: [Cl:1][CH2:2][C:3](=[O:30])[C@:4]1([OH:29])[C@:21]2([CH3:22])[C@H:7]([C@H:8]3[C@H:18]([C@@H:19]([OH:23])[CH2:20]2)[C@:16]2([CH3:17])[C:11](=[CH:12][C:13](=[O:24])[CH:14]=[CH:15]2)[CH2:10][CH2:9]3)[CH2:6][C@H:5]1[O:25][CH2:26][CH2:27][OH:28].[CH3:31][S:32](Cl)(=[O:34])=[O:33].Cl>N1C=CC=CC=1>[Cl:1][CH2:2][C:3](=[O:30])[C@:4]1([OH:29])[C@:21]2([CH3:22])[C@H:7]([C@H:8]3[C@H:18]([C@@H:19]([OH:23])[CH2:20]2)[C@:16]2([CH3:17])[C:11](=[CH:12][C:13](=[O:24])[CH:14]=[CH:15]2)[CH2:10][CH2:9]3)[CH2:6][C@H:5]1[O:25][CH2:26][CH2:27][O:28][S:32]([CH3:31])(=[O:34])=[O:33]. Procedure: A solution of 21-chloro-11β,17-dihydroxy-16α-(2-hydroxyethoxy)pregna-1,4-diene-3,20-dione (7.6 mmoles) in 30 ml of pyridine is cooled to 0°C and 1 ml of methanesulfonyl chloride is added. After 2 hours the mixture is poured into cold dilute hydrochloric acid and extracted with chloroform. The chloroform solution is dried and evaporated in vacuo to yield the title compound. Reactants: N1(C(OC(C)(C)C)=O)CCC(CC1)CO, c1(c(ncnc1)N)Br. Reagents/catalysts: c1ccc(cc1)-c2c3ccccc3cc4ccccc24 (9-Phenylanthracene), C(=O)([O-])[O-].[Cs+].[Cs+] (Cs2CO3), 3G OMs RockPhos. The solvent is CCC(C)(C)O (t-AmOH). Conditions: temperature 110 celsius, time 18 hour. Product: CC(C)(C)OC(=O)N1CCC(COc2cncnc2N)CC1. RXN SMILES: [NH2:1][c:2]1[c:7](Br)[cH:6][n:5][cH:4][n:3]1.[CH3:8][C:9]([O:12][C:13]([N:15]1[CH2:22][CH2:21][CH:18]([CH2:19][OH:20])[CH2:17][CH2:16]1)=[O:14])([CH3:11])[CH3:10]>>[CH3:8][C:9]([O:12][C:13]([N:15]1[CH2:22][CH2:21][CH:18]([CH2:19][O:20][c:7]2[c:2]([NH2:1])[n:3][cH:4][n:5][cH:6]2)[CH2:17][CH2:16]1)=[O:14])([CH3:11])[CH3:10]. Starting materials: ClC1=CC=C(C=C1)C1=NC=2N(C(=C1)C(F)(F)F)N=CC2C(=O)O (5-(4-chloro-phenyl)-7-trifluoromethyl-pyrazolo[1,5-a]pyrimidine-3-carboxylic acid), NC1=NC=C(C=N1)C(=N)NO (2-amino-N-hydroxy-pyrimidine-5-carboxamidine). The product is ClC1=CC=C(C=C1)C1=NC=2N(C(=C1)C(F)(F)F)N=CC2C2=NC(=NO2)C=2C=NC(=NC2)N (5-{5-[5-(4-Chloro-phenyl)-7-trifluoromethyl-pyrazolo[1,5-a]pyrimidin-3-yl]-[1,2,4]oxadiazol-3-yl}-pyrimidin-2-ylamine). Reaction SMILES: [Cl:1][C:2]1[CH:7]=[CH:6][C:5]([C:8]2[CH:13]=[C:12]([C:14]([F:17])([F:16])[F:15])[N:11]3[N:18]=[CH:19][C:20]([C:21](O)=[O:22])=[C:10]3[N:9]=2)=[CH:4][CH:3]=1.[NH2:24][C:25]1[N:30]=[CH:29][C:28]([C:31]([NH:33]O)=[NH:32])=[CH:27][N:26]=1>>[Cl:1][C:2]1[CH:7]=[CH:6][C:5]([C:8]2[CH:13]=[C:12]([C:14]([F:17])([F:16])[F:15])[N:11]3[N:18]=[CH:19][C:20]([C:21]4[O:22][N:33]=[C:31]([C:28]5[CH:27]=[N:26][C:25]([NH2:24])=[N:30][CH:29]=5)[N:32]=4)=[C:10]3[N:9]=2)=[CH:4][CH:3]=1. Reported procedure: The title compound was prepared from 5-(4-chloro-phenyl)-7-trifluoromethyl-pyrazolo[1,5-a]pyrimidine-3-carboxylic acid (example C.4) (171 mg, 0.5 mmol) and 2-amino-N-hydroxy-pyrimidine-5-carboxamidine (example B.5) (115 mg, 0.75 mmol) according to general procedure II. Obtained after flash chromatography on silica gel (ethyl acetate/heptane) and further purification by crystallization (dichloromethane/hexane) as a yellow solid (165 mg, 72%). MS (EI) 458.1 [(M)+]; mp 268° C.